describe an organic reaction: reactants, conditions, products, and yield From a dataset of the Open Reaction Database (ORD), a public repository of structured organic reaction records. Starting materials: CCOC(=O)c1oc2cccc(NC(C)=O)c2c1C, [H-], CI, [Na+], CN(C)C=O. Product: CCOC(=O)c1oc2cccc(N(C)C(C)=O)c2c1C. RXN SMILES: [CH2:1]([CH3:2])[O:3][C:4](=[O:5])[c:6]1[o:7][c:8]2[c:9]([c:10]1[CH3:11])[c:12]([NH:16][C:17]([CH3:18])=[O:19])[cH:13][cH:14][cH:15]2.[H-:22].[I:20][CH3:21].[Na+:23].[O:24]=[CH:25][N:26]([CH3:27])[CH3:28]>>[CH2:1]([CH3:2])[O:3][C:4](=[O:5])[c:6]1[o:7][c:8]2[c:9]([c:10]1[CH3:11])[c:12]([N:16]([C:17]([CH3:18])=[O:19])[CH3:21])[cH:13][cH:14][cH:15]2. Starting materials: C1CCOC1, CCOC(C)=O, CC(C)[N-]C(C)C, Cl, [Li+], CSc1ncc(C(=O)n2nnc3ccccc32)c(NC2CCCC2)n1. The product is CCOC(=O)CC(=O)c1cnc(SC)nc1NC1CCCC1. Reaction SMILES: [CH2:41]1[O:42][CH2:43][CH2:44][CH2:45]1.[CH3:35][CH2:36][O:37][C:38](=[O:39])[CH3:40].[CH:1]([N-:2][CH:3]([CH3:4])[CH3:5])([CH3:6])[CH3:7].[ClH:34].[Li+:8].[n:9]1([C:18](=[O:19])[c:20]2[c:21]([NH:28][CH:29]3[CH2:30][CH2:31][CH2:32][CH2:33]3)[n:22][c:23]([S:26][CH3:27])[n:24][cH:25]2)[c:10]2[cH:11][cH:12][cH:13][cH:14][c:15]2[n:16][n:17]1>>[C:18](=[O:19])([c:20]1[c:21]([NH:28][CH:29]2[CH2:30][CH2:31][CH2:32][CH2:33]2)[n:22][c:23]([S:26][CH3:27])[n:24][cH:25]1)[CH2:40][C:38]([O:37][CH2:36][CH3:35])=[O:39]. Reactants: C#CCNC(=O)OC(C)(C)C, C1CCNCC1, COC(=O)c1ccc(I)cc1, [Cu]I. Yields the product COC(=O)c1ccc(C#CCNC(=O)OC(C)(C)C)cc1. As a reaction SMILES: [CH2:12]([C:13]#[CH:14])[NH:15][C:16]([O:17][C:18]([CH3:19])([CH3:20])[CH3:21])=[O:22].[CH2:23]1[CH2:24][CH2:25][NH:26][CH2:27][CH2:28]1.[CH3:1][O:2][C:3]([c:4]1[cH:5][cH:6][c:7]([I:10])[cH:8][cH:9]1)=[O:11].[Cu:29][I:30]>>[CH3:1][O:2][C:3]([c:4]1[cH:5][cH:6][c:7]([C:14]#[C:13][CH2:12][NH:15][C:16]([O:17][C:18]([CH3:19])([CH3:20])[CH3:21])=[O:22])[cH:8][cH:9]1)=[O:11]. Starting materials: CC(C)O, CC(C)(C)OC(=O)NC(Cc1cc(F)cc(F)c1)C1CO1, O=C(NC(Cc1cc(F)cc(F)c1)C1CO1)OCc1ccccc1, NCc1cccc(I)c1. Yields the product CC(C)(C)OC(=O)NC(Cc1cc(F)cc(F)c1)C(O)CNCc1cccc(I)c1. As a reaction SMILES: [CH:55]([OH:56])([CH3:57])[CH3:58].[F:1][c:2]1[cH:3][c:4]([CH2:9][CH:10]([CH:11]2[O:12][CH2:13]2)[NH:14][C:15]([O:16][C:17]([CH3:18])([CH3:19])[CH3:20])=[O:21])[cH:5][c:6]([F:8])[cH:7]1.[F:31][c:32]1[cH:33][c:34]([CH2:35][CH:36]([NH:37][C:38](=[O:39])[O:40][CH2:41][c:42]2[cH:43][cH:44][cH:45][cH:46][cH:47]2)[CH:48]2[CH2:49][O:50]2)[cH:51][c:52]([F:53])[cH:54]1.[I:22][c:23]1[cH:24][c:25]([CH2:26][NH2:27])[cH:28][cH:29][cH:30]1>>[F:1][c:2]1[cH:3][c:4]([CH2:9][CH:10]([CH:11]([OH:12])[CH2:13][NH:27][CH2:26][c:25]2[cH:24][c:23]([I:22])[cH:30][cH:29][cH:28]2)[NH:14][C:15]([O:16][C:17]([CH3:18])([CH3:19])[CH3:20])=[O:21])[cH:5][c:6]([F:8])[cH:7]1. Starting materials: CCOC(=O)c1cc(N2CCN(C(=O)OC(C)(C)C)CC2)c2ccc(Cl)cc2n1, ClCCl, O=C=Nc1ccc(F)cc1, [Na+], [OH-], O=C(O)C(F)(F)F. The product is CCOC(=O)c1cc(N2CCN(C(=O)Nc3ccc(F)cc3)CC2)c2ccc(Cl)cc2n1. RXN SMILES: [C:1]([O:2][C:6](=[O:7])[N:8]1[CH2:9][CH2:10][N:11]([c:14]2[cH:15][c:16]([C:25](=[O:26])[O:27][CH2:28][CH3:29])[n:17][c:18]3[cH:19][c:20]([Cl:24])[cH:21][cH:22][c:23]23)[CH2:12][CH2:13]1)([CH3:3])([CH3:4])[CH3:5].[Cl:49][CH2:50][Cl:51].[F:39][c:40]1[cH:41][cH:42][c:43]([N:46]=[C:47]=[O:48])[cH:44][cH:45]1.[Na+:38].[OH-:37].[OH:30][C:31]([C:32]([F:33])([F:34])[F:35])=[O:36]>>[C:6](=[O:7])([N:8]1[CH2:9][CH2:10][N:11]([c:14]2[cH:15][c:16]([C:25](=[O:26])[O:27][CH2:28][CH3:29])[n:17][c:18]3[cH:19][c:20]([Cl:24])[cH:21][cH:22][c:23]23)[CH2:12][CH2:13]1)[NH:46][c:43]1[cH:42][cH:41][c:40]([F:39])[cH:45][cH:44]1. Starting materials: C(#N)NC(SC)=NCCSCC=1N=C(SC1)NC(=N)N (N-cyano-N'-{2-[(2-guanidinothiazol-4-yl)methylthio]ethyl}-S-methylisothiourea), C(C#C)N (propargylamine). Solvent: CO (methanol). Yields the product C(#N)NC(=NCCSCC=1N=C(SC1)NC(=N)N)NCC#C (N-Cyano-N'-(2-propyn-1-yl)-N"-{2-[(2-guanidinothiazol-4-yl)methylthio]ethyl}guanidine). As a reaction SMILES: [C:1]([NH:3][C:4](=[N:7][CH2:8][CH2:9][S:10][CH2:11][C:12]1[N:13]=[C:14]([NH:17][C:18]([NH2:20])=[NH:19])[S:15][CH:16]=1)SC)#[N:2].[CH2:21]([NH2:24])[C:22]#[CH:23]>CO>[C:1]([NH:3][C:4]([NH:24][CH2:21][C:22]#[CH:23])=[N:7][CH2:8][CH2:9][S:10][CH2:11][C:12]1[N:13]=[C:14]([NH:17][C:18]([NH2:20])=[NH:19])[S:15][CH:16]=1)#[N:2]. Procedure: A mixture of N-cyano-N'-{2-[(2-guanidinothiazol-4-yl)methylthio]ethyl}-S-methylisothiourea [prepared according to the procedure described in South Africa Pat. No. 78/2129] (3.0 g; 9.11 mmoles) and propargylamine (6.0 ml) in methanol (15 ml) was stirred and heated at reflux temperature under a positive pressure of nitrogen for 20 hours. The reaction mixture was evaporated under reduced pressure and the residue triturated with isopropanol and filtered to give product (1.5 g). Recrystallization fro... Starting materials: CCC(=O)O, CN1CCC(C2(O)c3ccc(F)cc3Sc3ccc(F)cc32)CC1, O=C(OC(=O)c1ccccc1S(=O)(=O)O)c1ccccc1S(=O)(=O)O. Yields the product CN1CCC(=C2c3ccc(F)cc3Sc3ccc(F)cc32)CC1. RXN SMILES: [CH3:50][CH2:51][C:52](=[O:53])[OH:54].[F:1][c:2]1[cH:3][c:4]2[c:13]([cH:14][cH:15]1)[S:12][c:11]1[c:6]([cH:7][cH:8][c:9]([F:16])[cH:10]1)[C:5]2([OH:17])[CH:18]1[CH2:19][CH2:20][N:21]([CH3:24])[CH2:22][CH2:23]1.[S:25]([c:26]1[cH:27][cH:28][cH:29][cH:30][c:31]1[C:32]([O:33][C:34](=[O:35])[c:36]1[cH:37][cH:38][cH:39][cH:40][c:41]1[S:42]([OH:43])(=[O:44])=[O:45])=[O:46])([OH:47])(=[O:48])=[O:49]>>[F:1][c:2]1[cH:3][c:4]2[c:13]([cH:14][cH:15]1)[S:12][c:11]1[c:6]([cH:7][cH:8][c:9]([F:16])[cH:10]1)[C:5]2=[C:18]1[CH2:19][CH2:20][N:21]([CH3:24])[CH2:22][CH2:23]1. Reactants: OC=1C=C2C=CC(=CC2=CC1)C(=O)O (6-hydroxy-2-naphtoic acid), F[B-](F)(F)F.N1(N=NC2=C1C=CC=C2)OC(=[N+](C)C)N(C)C (2-(1H-benzotriazol-1-yl)-1,1,3,3-tetramethyluronium tetrafluoroborate), C(C)N(C(C)C)C(C)C (N-ethyldiisopropylamine), N1CCCCC1 (piperidine). The solvent is CN(C)C=O (DMF). Conditions: time 16 hour. Product: OC=1C=C2C=CC(=CC2=CC1)C(=O)N1CCCCC1 ((6-Hydroxy-naphthalen-2-yl)-piperidin-1-yl-methanone). RXN SMILES: [OH:1][C:2]1[CH:3]=[C:4]2[C:9](=[CH:10][CH:11]=1)[CH:8]=[C:7]([C:12]([OH:14])=O)[CH:6]=[CH:5]2.F[B-](F)(F)F.[N:20]1(OC(N(C)C)=[N+](C)C)[C:24]2C=[CH:26][CH:27]=[CH:28][C:23]=2N=N1.C(N(C(C)C)C(C)C)C.N1CCCCC1>CN(C=O)C>[OH:1][C:2]1[CH:3]=[C:4]2[C:9](=[CH:10][CH:11]=1)[CH:8]=[C:7]([C:12]([N:20]1[CH2:26][CH2:27][CH2:28][CH2:23][CH2:24]1)=[O:14])[CH:6]=[CH:5]2 |f:1.2|. Reported procedure: A mixture of 0.5 g (0.003 mol) 6-hydroxy-2-naphtoic acid, 1.2 g (0.003 mol) 2-(1H-benzotriazol-1-yl)-1,1,3,3-tetramethyluronium tetrafluoroborate, 2.3 ml (0.013 mol) N-ethyldiisopropylamine and 0.29 ml (0.030 mol) piperidine in 10 ml DMF was stirred for 16 h at room temperature. The mixture was concentrated to dryness and 50 ml ethyl acetate, 30 ml water and 20 ml NaHCO3 aq. (10%) was added. The aqueous phase was extracted with 50 ml ethyl acetate and the combined organic layers were purified wi...